This data is from the Open Reaction Database (ORD), a public repository of structured organic reaction records. The task is: describe an organic reaction: reactants, conditions, products, and yield Reactants: [BH4-], CO, [Cl-], [NH4+], [Na+], COCc1nc2c3c(ccn2c1C)C(=O)C(O)C(c1ccccc1)N3. The product is COCc1nc2c3c(ccn2c1C)C(O)C(O)C(c1ccccc1)N3. RXN SMILES: [BH4-:26].[CH3:30][OH:31].[Cl-:28].[NH4+:29].[Na+:27].[OH:1][CH:2]1[CH:3]([c:20]2[cH:21][cH:22][cH:23][cH:24][cH:25]2)[NH:4][c:5]2[c:6]3[n:7]([cH:8][cH:9][c:10]2[C:11]1=[O:12])[c:13]([CH3:19])[c:14]([CH2:16][O:17][CH3:18])[n:15]3>>[OH:1][CH:2]1[CH:3]([c:20]2[cH:21][cH:22][cH:23][cH:24][cH:25]2)[NH:4][c:5]2[c:6]3[n:7]([cH:8][cH:9][c:10]2[CH:11]1[OH:12])[c:13]([CH3:19])[c:14]([CH2:16][O:17][CH3:18])[n:15]3. The reactants are C(C)(=O)O (acetic acid), C(CC(=O)OC1CC(NC(C1)(C)C)(C)C)(=O)OC1CC(NC(C1)(C)C)(C)C (bis-(2,2,6,6-tetramethyl-4-piperidinyl) malonate), C(C)(C)(C)C=1C=C(CN(C)C)C=C(C1O)C(C)(C)C (N-(3,5-di-tert.butyl-4-hydroxybenzyl)dimethylamine), [NH2-].[Li+] (lithium amide). The solvent is C1(=CC=CC=C1)C (toluene). Product: CC1(NC(CC(C1)OC(C(C(=O)OC1CC(NC(C1)(C)C)(C)C)CC1=CC(=C(C(=C1)C(C)(C)C)O)C(C)(C)C)=O)(C)C)C (3,5-di-tert.butyl-4-hydroxybenzyl-malonic acid-bis(2,2,6,6-tetramethyl-4-piperidinyl)ester). As a reaction SMILES: [C:1]([O:17][CH:18]1[CH2:23][C:22]([CH3:25])([CH3:24])[NH:21][C:20]([CH3:27])([CH3:26])[CH2:19]1)(=[O:16])[CH2:2][C:3]([O:5][CH:6]1[CH2:11][C:10]([CH3:13])([CH3:12])[NH:9][C:8]([CH3:15])([CH3:14])[CH2:7]1)=[O:4].[C:28]([C:32]1[CH:33]=[C:34]([CH:39]=[C:40]([C:43]([CH3:46])([CH3:45])[CH3:44])[C:41]=1[OH:42])[CH2:35]N(C)C)([CH3:31])([CH3:30])[CH3:29].[NH2-].[Li+].C(O)(=O)C>C1(C)C=CC=CC=1>[CH3:14][C:8]1([CH3:15])[CH2:7][CH:6]([O:5][C:3](=[O:4])[CH:2]([CH2:35][C:34]2[CH:33]=[C:32]([C:28]([CH3:29])([CH3:31])[CH3:30])[C:41]([OH:42])=[C:40]([C:43]([CH3:46])([CH3:45])[CH3:44])[CH:39]=2)[C:1]([O:17][CH:18]2[CH2:23][C:22]([CH3:25])([CH3:24])[NH:21][C:20]([CH3:27])([CH3:26])[CH2:19]2)=[O:16])[CH2:11][C:10]([CH3:13])([CH3:12])[NH:9]1 |f:2.3|. Reported procedure: 26 g (0.068 mole) of bis-(2,2,6,6-tetramethyl-4-piperidinyl) malonate and 17.8 g (0.068 mole) of N-(3,5-di-tert.butyl-4-hydroxybenzyl)dimethylamine are dissolved in 200 ml of toluene. After the addition of 0.5 g of lithium amide, the mixture is refluxed for 3 hours. After cooling, the mixture is neutralised with 1.5 ml of 1% acetic acid, and the organic phase repeatedly washed with water. After drying over Na2SO4, the solution is concentrated in vacuo to obtain, as oily residue, 3,5-di-tert.buty...